Dataset: the Open Reaction Database (ORD), a public repository of structured organic reaction records. Task: describe an organic reaction: reactants, conditions, products, and yield The reactants are C(C1=CC=CC=C1)(=O)OC1CCN(CC1)CC1=C(C=CC=C1)Cl (1-(2-chloro-benzyl)-piperidin-4-yl benzoate). The solvent is CCOCC (ether). Yields the product Cl.C(C1=CC=CC=C1)(=O)OC1CCN(CC1)CC1=C(C=CC=C1)Cl (1-(2-chloro-benzyl)-piperidin-4-yl benzoate hydrochloride). The yield is 185.9%. As a reaction SMILES: [C:1]([O:9][CH:10]1[CH2:15][CH2:14][N:13]([CH2:16][C:17]2[CH:22]=[CH:21][CH:20]=[CH:19][C:18]=2[Cl:23])[CH2:12][CH2:11]1)(=[O:8])[C:2]1[CH:7]=[CH:6][CH:5]=[CH:4][CH:3]=1>CCOCC>[ClH:23].[C:1]([O:9][CH:10]1[CH2:11][CH2:12][N:13]([CH2:16][C:17]2[CH:22]=[CH:21][CH:20]=[CH:19][C:18]=2[Cl:23])[CH2:14][CH2:15]1)(=[O:8])[C:2]1[CH:3]=[CH:4][CH:5]=[CH:6][CH:7]=1 |f:2.3|. Procedure: 0.155 g (0.00047 mol) of 1-(2-chloro-benzyl)-piperidin-4-yl benzoate was dissolved in 14 ml of ether, filtered, diluted with 0.4 ml of methanol and treated with 4.7 ml of 1N ethereal HCI. The separated precipitate was filtered off and dried. 0.16 g (93%) of 1-(2-chloro-benzyl)-piperidin-4-yl benzoate hydrochloride (1:1) was obtained as white crystals; Starting materials: OS(=O)(=O)O (H2SO4), C1(=CC(=CC=C1)C)C (meta-xylene), C(C(C)=C)Cl (methallyl chloride). Conditions: temperature 20 celsius, time 3 hour. The product is CC1(CCC(C2=C(C=C(C=C12)C)C)(C)C)C (1,1,4,4,5,7-hexamethyl-1,2,3,4-tetrahydronaphthalene). As a reaction SMILES: [CH2:1](Cl)[C:2](=[CH2:4])[CH3:3].OS(O)(=O)=O.[C:11]1([CH3:18])[CH:16]=[CH:15][CH:14]=[C:13]([CH3:17])[CH:12]=1>>[CH3:3][C:2]1([CH3:4])[C:15]2[C:16](=[C:11]([CH3:18])[CH:12]=[C:13]([CH3:17])[CH:14]=2)[C:2]([CH3:4])([CH3:3])[CH2:1][CH2:1]1. Reported procedure: The starting material 1,1,4,4,5,7-hexamethyl-1,2,3,4-tetrahydronaphthalene is prepared by substantially following the procedures of Fehr et al., U.S. Pat. No. 5,162,588. Specifically, in a 1 liter three-neck flask, equipped with a mechanical stirrer and kept under nitrogen, 150.0 g of methallyl chloride are slowly (2 hrs) added to a mixture of meta-xylene (490.9 g) and H2SO4 (30.0 g), while the temperature is maintained at 20° C. After 3 hrs, the H2SO4 is decanted and the organic phase is washed... Reactants: NCC[C@@]1(CCN(C(O1)=O)[C@@H](C)C1=CC=C(C=C1)C1=C(C=C(C=C1)F)F)C1=CC=C(C=C1)F ((R)-6-(2-aminoethyl)-3-((S)-1-(2′,4′-difluorobiphenyl-4-yl)ethyl)-6-(4-fluoro phenyl)-1,3-oxazinan-2-one), C(#N)N=C(SC)SC (dimethyl cyanocarbonimidodithioate). Run in C(C)#N (acetonitrile). Product: C(#N)N=C(NCC[C@@]1(CCN(C(O1)=O)[C@@H](C)C1=CC=C(C=C1)C1=C(C=C(C=C1)F)F)C1=CC=C(C=C1)F)SC (methyl N′-cyano-N-(2-((R)-3-((S)-1-(2′,4′-difluorobiphenyl-4-yl)ethyl)-6-(4-fluorophenyl)-2-oxo-1,3-oxazinan-6-yl)ethyl)carbamimidothioate). Isolated yield 100.5%. Reaction SMILES: [NH2:1][CH2:2][CH2:3][C@@:4]1([C:27]2[CH:32]=[CH:31][C:30]([F:33])=[CH:29][CH:28]=2)[O:9][C:8](=[O:10])[N:7]([C@H:11]([C:13]2[CH:18]=[CH:17][C:16]([C:19]3[CH:24]=[CH:23][C:22]([F:25])=[CH:21][C:20]=3[F:26])=[CH:15][CH:14]=2)[CH3:12])[CH2:6][CH2:5]1.[C:34]([N:36]=[C:37](SC)[S:38][CH3:39])#[N:35]>C(#N)C>[C:34]([N:36]=[C:37]([S:38][CH3:39])[NH:1][CH2:2][CH2:3][C@@:4]1([C:27]2[CH:28]=[CH:29][C:30]([F:33])=[CH:31][CH:32]=2)[O:9][C:8](=[O:10])[N:7]([C@H:11]([C:13]2[CH:14]=[CH:15][C:16]([C:19]3[CH:24]=[CH:23][C:22]([F:25])=[CH:21][C:20]=3[F:26])=[CH:17][CH:18]=2)[CH3:12])[CH2:6][CH2:5]1)#[N:35]. Reported procedure: A mixture of (R)-6-(2-aminoethyl)-3-((S)-1-(2′,4′-difluorobiphenyl-4-yl)ethyl)-6-(4-fluoro phenyl)-1,3-oxazinan-2-one (40 mg, 0.09 mmol) and dimethyl cyanocarbonimidodithioate (40 mg, 0.27 mmol) in acetonitrile (4 mL) was heated to reflux overnight. The solvent was removed to give methyl N′-cyano-N-(2-((R)-3-((S)-1-(2′,4′-difluorobiphenyl-4-yl)ethyl)-6-(4-fluorophenyl)-2-oxo-1,3-oxazinan-6-yl)ethyl)carbamimidothioate (50 mg, crude), which was used for the next step without purification. Reactants: BrC=1C(=C(SC1)C(=O)NC1=C(C=CC(=C1)C(NC1CC1)=O)C)C (4-bromo-N-(5-(cyclopropylcarbamoyl)-2-methylphenyl)-3-methylthiophene-2-carboxamide), N1=CC(=CC=C1)B(O)O (3-pyridylboronic acid). Yields the product C1(CC1)NC(=O)C=1C=CC(=C(C1)NC(=O)C=1SC=C(C1C)C=1C=NC=CC1)C (N-(5-(Cyclopropylcarbamoyl)-2-methylphenyl)-3-methyl-4-(pyridin-3-yl)thiophene-2-carboxamide). Reaction SMILES: Br[C:2]1[C:3]([CH3:23])=[C:4]([C:7]([NH:9][C:10]2[CH:15]=[C:14]([C:16](=[O:21])[NH:17][CH:18]3[CH2:20][CH2:19]3)[CH:13]=[CH:12][C:11]=2[CH3:22])=[O:8])[S:5][CH:6]=1.[N:24]1[CH:29]=[CH:28][CH:27]=[C:26](B(O)O)[CH:25]=1>>[CH:18]1([NH:17][C:16]([C:14]2[CH:13]=[CH:12][C:11]([CH3:22])=[C:10]([NH:9][C:7]([C:4]3[S:5][CH:6]=[C:2]([C:26]4[CH:25]=[N:24][CH:29]=[CH:28][CH:27]=4)[C:3]=3[CH3:23])=[O:8])[CH:15]=2)=[O:21])[CH2:20][CH2:19]1. Reported procedure: The title compound was prepared by coupling 4-bromo-N-(5-(cyclopropylcarbamoyl)-2-methylphenyl)-3-methylthiophene-2-carboxamide with commercially available 3-pyridylboronic acid using the method described in Step B of Example 136 to afford a white solid (Example 198). HPLC Ret time=1.98 min. LCMS [M+H]+ 392.29.